From a dataset of the Open Reaction Database (ORD), a public repository of structured organic reaction records. describe an organic reaction: reactants, conditions, products, and yield The solvent is CN(C(C)=O)C (N,N-dimethylacetamide). Isolated yield 99.4%. Procedure details: 670 mg of 6-methoxy-2-(2-phenylethyl)phenol were dissolved in 10 ml of N,N-dimethylacetamide, allowed to react with 360 mg of potassium t-butoxide and 1000 mg of (2S,4R)-2-(2-chloroethyl)-4-dimethylcarbamoyloxy-1-octyloxycarbonylpyrrolidine and extracted in the same manner as described in step (a) of Example 2. The resulting oily substance was purified by silica gel column chromatography, using a 1:1 by volume mixture of hexane and ethyl acetate as the eluent, to give 1500 mg (99% yield) of the ... RXN SMILES: [CH3:1][O:2][C:3]1[C:8]([OH:9])=[C:7]([CH2:10][CH2:11][C:12]2[CH:17]=[CH:16][CH:15]=[CH:14][CH:13]=2)[CH:6]=[CH:5][CH:4]=1.CC(C)([O-])C.[K+].Cl[CH2:25][CH2:26][C@@H:27]1[CH2:31][C@@H:30]([O:32][C:33](=[O:37])[N:34]([CH3:36])[CH3:35])[CH2:29][N:28]1[C:38]([O:40][CH2:41][CH2:42][CH2:43][CH2:44][CH2:45][CH2:46][CH2:47][CH3:48])=[O:39]>CN(C)C(=O)C>[CH3:35][N:34]([CH3:36])[C:33]([O:32][C@H:30]1[CH2:29][N:28]([C:38]([O:40][CH2:41][CH2:42][CH2:43][CH2:44][CH2:45][CH2:46][CH2:47][CH3:48])=[O:39])[C@H:27]([CH2:26][CH2:25][O:9][C:8]2[C:3]([O:2][CH3:1])=[CH:4][CH:5]=[CH:6][C:7]=2[CH2:10][CH2:11][C:12]2[CH:17]=[CH:16][CH:15]=[CH:14][CH:13]=2)[CH2:31]1)=[O:37] |f:1.2|. Starting materials: CC(C)([O-])C.[K+] (potassium t-butoxide), ClCC[C@H]1N(C[C@@H](C1)OC(N(C)C)=O)C(=O)OCCCCCCCC ((2S,4R)-2-(2-chloroethyl)-4-dimethylcarbamoyloxy-1-octyloxycarbonylpyrrolidine), COC1=CC=CC(=C1O)CCC1=CC=CC=C1 (6-methoxy-2-(2-phenylethyl)phenol). Yields the product CN(C(=O)O[C@@H]1C[C@H](N(C1)C(=O)OCCCCCCCC)CCOC1=C(C=CC=C1OC)CCC1=CC=CC=C1)C ((2R,4R)-4-Dimethylcarbamoyloxy-2-{2-[6-methoxy-2-(2-phenylethyl)phenoxy]ethyl}-1-octyloxycarbonylpyrrolidine). Reactants: C(CCC)C=1NC(=C(N1)C(C)(C)O)C(=O)OCC (ethyl 2-butyl-4-(1-hydroxy-1-methylethyl)imidazole-5-carboxylate), 0.2, [H-].[Na+] (sodium hydride), C(C1=CC=CC=C1)(C1=CC=CC=C1)(C1=CC=CC=C1)N1N=NN=C1C1=C(C=CC=C1)C1=CC=C(CBr)C=C1 (4-[2-(trityltetrazol-5-yl)phenyl]benzyl bromide). Yields the product C(CCC)C=1N(C(=C(N1)C(C)(C)O)C(=O)OCC)CC1=CC=C(C=C1)C1=C(C=CC=C1)C1=NN=NN1C(C1=CC=CC=C1)(C1=CC=CC=C1)C1=CC=CC=C1 (Ethyl 2-butyl-4-(1-hydroxy-1-methylethyl)-1-{4-[2-(trityltetrazol-5-yl)phenyl]phenyl}methylimidazole-5-carboxylate). RXN SMILES: [CH2:1]([C:5]1[NH:6][C:7]([C:14]([O:16][CH2:17][CH3:18])=[O:15])=[C:8]([C:10]([OH:13])([CH3:12])[CH3:11])[N:9]=1)[CH2:2][CH2:3][CH3:4].[H-].[Na+].[C:21]([N:40]1[C:44]([C:45]2[CH:50]=[CH:49][CH:48]=[CH:47][C:46]=2[C:51]2[CH:58]=[CH:57][C:54]([CH2:55]Br)=[CH:53][CH:52]=2)=[N:43][N:42]=[N:41]1)([C:34]1[CH:39]=[CH:38][CH:37]=[CH:36][CH:35]=1)([C:28]1[CH:33]=[CH:32][CH:31]=[CH:30][CH:29]=1)[C:22]1[CH:27]=[CH:26][CH:25]=[CH:24][CH:23]=1>>[CH2:1]([C:5]1[N:6]([CH2:55][C:54]2[CH:53]=[CH:52][C:51]([C:46]3[CH:47]=[CH:48][CH:49]=[CH:50][C:45]=3[C:44]3[N:40]([C:21]([C:34]4[CH:39]=[CH:38][CH:37]=[CH:36][CH:35]=4)([C:28]4[CH:29]=[CH:30][CH:31]=[CH:32][CH:33]=4)[C:22]4[CH:27]=[CH:26][CH:25]=[CH:24][CH:23]=4)[N:41]=[N:42][N:43]=3)=[CH:58][CH:57]=2)[C:7]([C:14]([O:16][CH2:17][CH3:18])=[O:15])=[C:8]([C:10]([OH:13])([CH3:11])[CH3:12])[N:9]=1)[CH2:2][CH2:3][CH3:4] |f:1.2|. Reported procedure: Following a procedure similar to that described in Example 18(a), but using 0.26 g of ethyl 2-butyl-4-(1-hydroxy-1-methylethyl)imidazole-5-carboxylate (prepared as described in Preparation 8), 45.5 mg of sodium hydride (as a 55% w/w dispersion in mineral oil) and 0.63 g of 4-[2-(trityltetrazol-5-yl)phenyl]benzyl bromide, 0.2 8 g of the title compound were obtained as an oil. The reactants are N1CCCCC1 (piperidine), OC1=C(C=O)C=CC(=C1)OC (2-hydroxy-4-methoxy benzaldehyde), ethyl ester, C1(=CC=C(C=C1)C1=NOC(=N1)CC(=O)O)C (3-p-tolyl-1,2,4-oxadiazol-5-acetic acid). Solvent: C(C)O (ethanol). Yields the product COC1=CC=C2C=C(C(OC2=C1)=O)C1=NC(=NO1)C1=CC=C(C=C1)C (7-methoxy-3-(3-p-tolyl-1,2,4-oxadiazol-5-yl) coumarin). Reaction SMILES: [OH:1][C:2]1[CH:9]=[C:8]([O:10][CH3:11])[CH:7]=[CH:6][C:3]=1[CH:4]=O.[C:12]1([CH3:27])[CH:17]=[CH:16][C:15]([C:18]2[N:22]=[C:21]([CH2:23][C:24](O)=[O:25])[O:20][N:19]=2)=[CH:14][CH:13]=1.N1CCCCC1>C(O)C>[CH3:11][O:10][C:8]1[CH:9]=[C:2]2[C:3]([CH:4]=[C:23]([C:21]3[O:20][N:19]=[C:18]([C:15]4[CH:16]=[CH:17][C:12]([CH3:27])=[CH:13][CH:14]=4)[N:22]=3)[C:24](=[O:25])[O:1]2)=[CH:6][CH:7]=1. Procedure: 4.5 parts of 2-hydroxy-4-methoxy benzaldehyde and 7.38 parts of the ethyl ester of 3-p-tolyl-1,2,4-oxadiazol-5-acetic acid (melting point: 56° C) are dissolved in 80 parts of ethanol. 0.3 part of piperidine is added and the mixture is heated for 1 hour under reflux. After cooling, the crystalline precipitate obtained is filtered and washed in ethanol. Thus 8.5 parts of 7-methoxy-3-(3-p-tolyl-1,2,4-oxadiazol-5-yl) coumarin are obtained which melts at 227° C. Reactants: C1CCOC1, CSc1nccc(-c2cn(C3CCOC3)nc2-c2cnc3c(ccn3S(=O)(=O)c3ccccc3)c2)n1, O. Yields the product CS(=O)(=O)c1nccc(-c2cn(C3CCOC3)nc2-c2cnc3c(ccn3S(=O)(=O)c3ccccc3)c2)n1. Reaction SMILES: [CH2:37]1[CH2:40][CH2:39][CH2:38][O:41]1.[CH3:1][S:2][c:3]1[n:4][cH:5][cH:6][c:7](-[c:9]2[c:10](-[c:19]3[cH:20][c:21]4[c:22]([n:23][cH:24]3)[n:25]([S:28](=[O:29])(=[O:30])[c:31]3[cH:32][cH:33][cH:34][cH:35][cH:36]3)[cH:26][cH:27]4)[n:11][n:12]([CH:14]3[CH2:15][O:16][CH2:17][CH2:18]3)[cH:13]2)[n:8]1.[OH2:42]>>[CH3:1][S:2]([c:3]1[n:4][cH:5][cH:6][c:7](-[c:9]2[c:10](-[c:19]3[cH:20][c:21]4[c:22]([n:23][cH:24]3)[n:25]([S:28](=[O:29])(=[O:30])[c:31]3[cH:32][cH:33][cH:34][cH:35][cH:36]3)[cH:26][cH:27]4)[n:11][n:12]([CH:14]3[CH2:15][O:16][CH2:17][CH2:18]3)[cH:13]2)[n:8]1)(=[O:41])=[O:42].